Dataset: the Open Reaction Database (ORD), a public repository of structured organic reaction records. Task: describe an organic reaction: reactants, conditions, products, and yield Reactants: OCCCc1c(Br)cncc1Br, C[O-], COCCOC, Cl[Cu], Nc1ccccn1, [Na+], [Na+], O=C([O-])O. Yields the product Brc1cncc2c1CCCO2. As a reaction SMILES: [Br:1][c:2]1[cH:3][n:4][cH:5][c:6]([Br:12])[c:7]1[CH2:8][CH2:9][CH2:10][OH:11].[CH3:20][O-:21].[CH3:28][O:29][CH2:30][CH2:31][O:32][CH3:33].[Cl:34][Cu:35].[NH2:13][c:14]1[cH:15][cH:16][cH:17][cH:18][n:19]1.[Na+:22].[Na+:27].[O-:23][C:24]([OH:25])=[O:26]>>[Br:1][c:2]1[cH:3][n:4][cH:5][c:6]2[c:7]1[CH2:8][CH2:9][CH2:10][O:11]2. Isolated yield 55.0%. Procedure: Following the process described in example 1 (point A), starting from N-(3-acetyl-5-fluoro-2-hydroxyphenyl)-2-(3-phenylpropyl)-2,3-dihydrobenzofuran-5-carboxamide and diethyl oxalate, the title compound was prepared, which was purified by crystallization in ethanol (55% yield). As a reaction SMILES: [C:1]([C:4]1[C:5]([OH:32])=[C:6]([NH:11][C:12]([C:14]2[CH:15]=[CH:16][C:17]3[O:21][CH:20]([CH2:22][CH2:23][CH2:24][C:25]4[CH:30]=[CH:29][CH:28]=[CH:27][CH:26]=4)[CH2:19][C:18]=3[CH:31]=2)=[O:13])[CH:7]=[C:8]([F:10])[CH:9]=1)(=[O:3])[CH3:2].[C:33](OCC)(=O)[C:34]([O:36][CH2:37][CH3:38])=[O:35]>>[C:25]1([CH2:24][CH2:23][CH2:22][CH:20]2[CH2:19][C:18]3[CH:31]=[C:14]([C:12]([NH:11][C:6]4[C:5]5[O:32][C:33]([C:34]([O:36][CH2:37][CH3:38])=[O:35])=[CH:2][C:1](=[O:3])[C:4]=5[CH:9]=[C:8]([F:10])[CH:7]=4)=[O:13])[CH:15]=[CH:16][C:17]=3[O:21]2)[CH:30]=[CH:29][CH:28]=[CH:27][CH:26]=1.[CH2:1]([OH:3])[CH3:2]. Yields the product C1(=CC=CC=C1)CCCC1OC2=C(C1)C=C(C=C2)C(=O)NC2=CC(=CC=1C(C=C(OC12)C(=O)OCC)=O)F (Ethyl 8-[2-(3-phenylpropyl)-2,3-dihydrobenzofuran-5-carboxamido]-6-fluoro-4-oxo-4H-1-benzopyran-2-carboxylate), C(C)O (ethanol). Starting materials: C(C)(=O)C=1C(=C(C=C(C1)F)NC(=O)C=1C=CC2=C(CC(O2)CCCC2=CC=CC=C2)C1)O (N-(3-acetyl-5-fluoro-2-hydroxyphenyl)-2-(3-phenylpropyl)-2,3-dihydrobenzofuran-5-carboxamide), C(C(=O)OCC)(=O)OCC (diethyl oxalate).